From a dataset of the Open Reaction Database (ORD), a public repository of structured organic reaction records. describe an organic reaction: reactants, conditions, products, and yield Reactants: ClC1=NC(=NC2=CC=C(C=C12)F)C1=C(C=CC=C1)OC (4-chloro-6-fluoro-2-(2-methoxyphenyl)quinazoline), B(Br)(Br)Br (BBr3). Run in C(Cl)Cl (CH2Cl2). Product: ClC1=NC(=NC2=CC=C(C=C12)F)C1=C(C=CC=C1)O (2-(4-chloro-6-fluoroquinazolin-2-yl)phenol). Isolated yield 56.9%. Reaction SMILES: [Cl:1][C:2]1[C:11]2[C:6](=[CH:7][CH:8]=[C:9]([F:12])[CH:10]=2)[N:5]=[C:4]([C:13]2[CH:18]=[CH:17][CH:16]=[CH:15][C:14]=2[O:19]C)[N:3]=1.B(Br)(Br)Br>C(Cl)Cl>[Cl:1][C:2]1[C:11]2[C:6](=[CH:7][CH:8]=[C:9]([F:12])[CH:10]=2)[N:5]=[C:4]([C:13]2[CH:18]=[CH:17][CH:16]=[CH:15][C:14]=2[OH:19])[N:3]=1. Procedure details: A solution of 4-chloro-6-fluoro-2-(2-methoxyphenyl)quinazoline (3.0 g, 10.3 mmol) in CH2Cl2 (15 mL) was cooled to −78° C. Then, 1 M BBr3 (51.95 mL, 59.95 mmol) was added dropwise. The reaction was warmed to room temperature and was quenched with NaHCO3 and extracted twice with CH2Cl2. The organic layer was dried over MgSO4, filtered, and concentrated. Purification via silica gel chromatography using 5-20% CH2Cl2 in hexanes gave 2-(4-chloro-6-fluoroquinazolin-2-yl)phenol (1.61 g, 57%). LC/MS: m/z... The reactants are CC1=NNC=C1C(=O)OCC (ethyl 3-methyl-1H-pyrazole-4-carboxylate), C([O-])([O-])=O.[K+].[K+] (potassium carbonate), ClC1=NC=CC(=N1)Cl (2,4-dichloropyrimidine). Run in CN(C=O)C (N,N-dimethylformamide). Run at time 8 hour. Yields the product ClC1=NC=CC(=N1)N1N=C(C(=C1)C(=O)OCC)C (ethyl 1-(2-chloropyrimidin-4-yl)-3-methyl-1H-pyrazole-4-carboxylate). Isolated yield 52.5%. Reaction SMILES: [CH3:1][C:2]1[C:6]([C:7]([O:9][CH2:10][CH3:11])=[O:8])=[CH:5][NH:4][N:3]=1.C(=O)([O-])[O-].[K+].[K+].[Cl:18][C:19]1[N:24]=[C:23](Cl)[CH:22]=[CH:21][N:20]=1>CN(C)C=O>[Cl:18][C:19]1[N:24]=[C:23]([N:4]2[CH:5]=[C:6]([C:7]([O:9][CH2:10][CH3:11])=[O:8])[C:2]([CH3:1])=[N:3]2)[CH:22]=[CH:21][N:20]=1 |f:1.2.3|. Reported procedure: To a solution of ethyl 3-methyl-1H-pyrazole-4-carboxylate (6.0 g, 38.9 mmol) in 50 mL of anhydrous N,N-dimethylformamide (DMF) were added potassium carbonate (10.8 g, 77.8 mmol) and 2,4-dichloropyrimidine (5.8 g, 38.9 mmol) at room temperature. The resulting suspension was stirred for 8 hours with monitoring a reaction with LC-MS or thin layer chromatography (TLC). Volatiles were removed and the residue was extracted with dichloromethane. The collected organic layer was washed with brine, dried ... The reactants are ClCCl, CC(C)(C)OC(=O)N1CCCC1C(=O)NCc1cc(Cl)ccc1CN1CC(F)(F)C1, O=C(O)C(F)(F)F. Yields the product O=C(NCc1cc(Cl)ccc1CN1CC(F)(F)C1)C1CCCN1. RXN SMILES: [Cl:38][CH2:39][Cl:40].[Cl:8][c:9]1[cH:10][cH:11][c:12]([CH2:31][N:32]2[CH2:33][C:34]([F:36])([F:37])[CH2:35]2)[c:13]([CH2:14][NH:15][C:16]([CH:17]2[N:18]([C:22]([O:23][C:24]([CH3:25])([CH3:26])[CH3:27])=[O:28])[CH2:19][CH2:20][CH2:21]2)=[O:29])[cH:30]1.[F:1][C:2]([F:3])([F:4])[C:5]([OH:6])=[O:7]>>[Cl:8][c:9]1[cH:10][cH:11][c:12]([CH2:31][N:32]2[CH2:33][C:34]([F:36])([F:37])[CH2:35]2)[c:13]([CH2:14][NH:15][C:16]([CH:17]2[NH:18][CH2:19][CH2:20][CH2:21]2)=[O:29])[cH:30]1. Reactants: C(C)(=O)O[BH-](OC(C)=O)OC(C)=O.[Na+] (sodium triacetoxyborohydride), [OH-].[Na+] (sodium hydroxide), C(C)N(CCOC1=CC=C(C=O)C=C1)CC (4-(2-(diethylamino)ethoxy)benzaldehyde), NC=1C=C2C=CC=NC2=CC1 (6-aminoquinoline), C(C)(=O)O (acetic acid). Run in ClCCCl (1,2-dichloroethane). Run at time 3 hour. Product: N1=CC=CC2=CC(=CC=C12)NCC1=CC=C(OCCN(CC)CC)C=C1 ((2-(4-((6-quinolylamino)methyl)phenoxy)ethyl)diethylamine). Yield: 8.3%. As a reaction SMILES: [CH2:1]([N:3]([CH2:15][CH3:16])[CH2:4][CH2:5][O:6][C:7]1[CH:14]=[CH:13][C:10]([CH:11]=O)=[CH:9][CH:8]=1)[CH3:2].[NH2:17][C:18]1[CH:19]=[C:20]2[C:25](=[CH:26][CH:27]=1)[N:24]=[CH:23][CH:22]=[CH:21]2.C(O)(=O)C.C(O[BH-](OC(=O)C)OC(=O)C)(=O)C.[Na+].[OH-].[Na+]>ClCCCl>[N:24]1[C:25]2[C:20](=[CH:19][C:18]([NH:17][CH2:11][C:10]3[CH:13]=[CH:14][C:7]([O:6][CH2:5][CH2:4][N:3]([CH2:15][CH3:16])[CH2:1][CH3:2])=[CH:8][CH:9]=3)=[CH:27][CH:26]=2)[CH:21]=[CH:22][CH:23]=1 |f:3.4,5.6|. Procedure: To a stirred solution of 1.0 gram (0.0045 mole) of 4-(2-(diethylamino)ethoxy)benzaldehyde and 0.65 gram (0.0045 mole) of 6-aminoquinoline (available from Aldrich Chemical Company) in 25 mL of 1,2-dichloroethane (DCE, available from Aldrich Chemical Company) was added 0.3 mL (0.0045 mole) of glacial acetic acid (available from J. T. Baker Inc.) followed by 1.4 grams (0.0068 mole) of sodium triacetoxyborohydride (available from Aldrich Chemical Company). Upon completion of addition, the reaction m... Reactants: C1CCOC1, CC(C)C(=O)Nc1cccc(C2CCN(CCCCCCN)CC2)c1, O=C=Nc1cccc2ccccc12. Product: CC(C)C(=O)Nc1cccc(C2CCN(CCCCCCNC(=O)Nc3cccc4ccccc34)CC2)c1. As a reaction SMILES: [CH2:39]1[O:40][CH2:41][CH2:42][CH2:43]1.[NH2:1][CH2:2][CH2:3][CH2:4][CH2:5][CH2:6][CH2:7][N:8]1[CH2:9][CH2:10][CH:11]([c:14]2[cH:15][c:16]([NH:20][C:21]([CH:22]([CH3:23])[CH3:24])=[O:25])[cH:17][cH:18][cH:19]2)[CH2:12][CH2:13]1.[c:26]1([N:36]=[C:37]=[O:38])[cH:27][cH:28][cH:29][c:30]2[cH:31][cH:32][cH:33][cH:34][c:35]12>>[NH:1]([CH2:2][CH2:3][CH2:4][CH2:5][CH2:6][CH2:7][N:8]1[CH2:9][CH2:10][CH:11]([c:14]2[cH:15][c:16]([NH:20][C:21]([CH:22]([CH3:23])[CH3:24])=[O:25])[cH:17][cH:18][cH:19]2)[CH2:12][CH2:13]1)[C:37]([NH:36][c:26]1[cH:27][cH:28][cH:29][c:30]2[cH:31][cH:32][cH:33][cH:34][c:35]12)=[O:38]. Reactants: BrCc1ccccc1, C1CCOC1, CO, [H-], [Na+], COC(=O)c1ccc(O)cc1. RXN SMILES: [Br:14][CH2:15][c:16]1[cH:17][cH:18][cH:19][cH:20][cH:21]1.[CH2:24]1[O:25][CH2:26][CH2:27][CH2:28]1.[CH3:22][OH:23].[H-:12].[Na+:13].[OH:1][c:2]1[cH:3][cH:4][c:5]([C:6](=[O:7])[O:8][CH3:9])[cH:10][cH:11]1>>[O:1]([c:2]1[cH:3][cH:4][c:5]([C:6](=[O:7])[O:8][CH3:9])[cH:10][cH:11]1)[CH2:15][c:16]1[cH:17][cH:18][cH:19][cH:20][cH:21]1. Yields the product COC(=O)c1ccc(OCc2ccccc2)cc1.